The task is: describe an organic reaction: reactants, conditions, products, and yield. This data is from the Open Reaction Database (ORD), a public repository of structured organic reaction records. RXN SMILES: [CH2:7]([CH2:8][CH3:9])[SH:10].[Cl:11][c:12]1[n:13][c:14]2[cH:15][c:16]([C:34]([F:35])([F:36])[F:37])[cH:17][cH:18][c:19]2[c:20]([CH3:33])[c:21]1[C:22](=[O:23])[NH:24][CH2:25][c:26]1[cH:27][c:28]([F:32])[cH:29][cH:30][cH:31]1.[K+:1].[K+:2].[O-:3][C:4]([O-:5])=[O:6].[O:38]=[CH:39][N:40]([CH3:41])[CH3:42].[OH2:43]>>[CH2:7]([CH2:8][CH3:9])[S:10][c:12]1[n:13][c:14]2[cH:15][c:16]([C:34]([F:35])([F:36])[F:37])[cH:17][cH:18][c:19]2[c:20]([CH3:33])[c:21]1[C:22](=[O:23])[NH:24][CH2:25][c:26]1[cH:27][c:28]([F:32])[cH:29][cH:30][cH:31]1. Reactants: CCCS, Cc1c(C(=O)NCc2cccc(F)c2)c(Cl)nc2cc(C(F)(F)F)ccc12, [K+], [K+], O=C([O-])[O-], CN(C)C=O, O. Product: CCCSc1nc2cc(C(F)(F)F)ccc2c(C)c1C(=O)NCc1cccc(F)c1.